This data is from the Open Reaction Database (ORD), a public repository of structured organic reaction records. The task is: describe an organic reaction: reactants, conditions, products, and yield Starting materials: C([O-])([O-])=O.[Na+].[Na+] (sodium carbonate), CN(C1=CC=CC=C1)C (N,N-Dimethylaniline), ClCCl (Dichloromethane), ClS(=O)(=O)O (chlorosulfonic acid). Solvent: C(Cl)(Cl)Cl (chloroform). Yields the product CN(C1=CC=C(C=C1)S(=O)(=O)Cl)C (p-(Dimethylamino)benzenesulfonyl chloride). RXN SMILES: [CH3:1][N:2]([CH3:9])[C:3]1[CH:8]=[CH:7][CH:6]=[CH:5][CH:4]=1.[Cl:10][S:11](O)(=[O:13])=[O:12].ClCCl.C(=O)([O-])[O-].[Na+].[Na+]>C(Cl)(Cl)Cl>[CH3:1][N:2]([CH3:9])[C:3]1[CH:8]=[CH:7][C:6]([S:11]([Cl:10])(=[O:13])=[O:12])=[CH:5][CH:4]=1 |f:3.4.5|. Procedure details: N,N-Dimethylaniline (8 ml) was dissolved in 20 ml of chloroform, and chlorosulfonic acid (20 ml) was slowly added with cooling. The reaction mixture was refluxed for 6 hr. The reaction mixture was cooled and poured on ice (100 g). Dichloromethane (120 ml) was added and aqueous layer was neutralized by concentrated sodium carbonate solution with keeping temperature below 4 ° C. Organic layer was again washed with ice-cold 0.1N sodium bicarbonate solution, and dried over anhydrous magnesium sulfat... Starting materials: FC1=C(C=CC=C1)NC(NC1=CC=C(C=C1)C=1C=C2CN(C(C2=CC1)=O)[C@H](C(=O)OC)C(C)C)=S ((S)-Methyl 2-(5-(4-(3-(2-fluorophenyl)thioureido)phenyl)-1-oxoisoindolin-2-yl)-3-methylbutanoate), Cl (HCl), CO (MeOH), [Li+].[OH-] (LiOH). Run in C1CCOC1 (THF), O (water). Reaction conditions: time 2.5 hour. The product is FC1=C(C=CC=C1)NC(NC1=CC=C(C=C1)C=1C=C2CN(C(C2=CC1)=O)[C@H](C(=O)O)C(C)C)=S ((S)-2-(5-(4-(3-(2-Fluorophenyl)thioureido)phenyl)-1-oxoisoindolin-2-yl)-3-methylbutanoic acid). RXN SMILES: [F:1][C:2]1[CH:7]=[CH:6][CH:5]=[CH:4][C:3]=1[NH:8][C:9](=[S:35])[NH:10][C:11]1[CH:16]=[CH:15][C:14]([C:17]2[CH:18]=[C:19]3[C:23](=[CH:24][CH:25]=2)[C:22](=[O:26])[N:21]([C@@H:27]([CH:32]([CH3:34])[CH3:33])[C:28]([O:30]C)=[O:29])[CH2:20]3)=[CH:13][CH:12]=1.CO.[Li+].[OH-].Cl>C1COCC1.O>[F:1][C:2]1[CH:7]=[CH:6][CH:5]=[CH:4][C:3]=1[NH:8][C:9](=[S:35])[NH:10][C:11]1[CH:12]=[CH:13][C:14]([C:17]2[CH:18]=[C:19]3[C:23](=[CH:24][CH:25]=2)[C:22](=[O:26])[N:21]([C@@H:27]([CH:32]([CH3:33])[CH3:34])[C:28]([OH:30])=[O:29])[CH2:20]3)=[CH:15][CH:16]=1 |f:2.3|. Reported procedure: The compound of example 256 (0.224 g, 0.000456 mol) was taken in THF (4 mL) and MeOH (1 mL) and to this reaction mixture, 1 N LiOH (0.095 g, 0.0022 mol) was added and stirred at room temperature for 2-3 h. After completion of the reaction, the solvent was evaporated and the residue obtained was dissolved in water and acidified with 1 N HCl to obtain the title compound, which was filtered and dried. The reactants are C=O, O=C(O)c1ccccc1. The product is O=C1OCc2ccccc21. Reaction SMILES: [CH2:10]=[O:11].[OH:1][C:2](=[O:3])[c:4]1[cH:5][cH:6][cH:7][cH:8][cH:9]1>>[O:1]1[C:2](=[O:3])[c:4]2[cH:5][cH:6][cH:7][cH:8][c:9]2[CH2:10]1. Reactants: C1(=CC=CC=C1)C1=NN2C(C=CC=C2)=C1C=CC(=O)N1C(CCCC1)C(=O)OCC (1-[3-(2-Phenylpyrazolo[1,5-a]pyridin-3-yl)acryloyl]-2-ethoxycarbonylpiperidine), [OH-].[Na+] (sodium hydroxide). Run in CO (methanol). Yields the product C1(=CC=CC=C1)C1=NN2C(C=CC=C2)=C1C=CC(=O)N1C(CCCC1)C(=O)O (1-[3-(2-phenylpyrazolo[1,5-a]pyridin-3-yl)acryloyl]piperidine-2-carboxylic acid). Isolated yield 55.9%. RXN SMILES: [C:1]1([C:7]2[C:15]([CH:16]=[CH:17][C:18]([N:20]3[CH2:25][CH2:24][CH2:23][CH2:22][CH:21]3[C:26]([O:28]CC)=[O:27])=[O:19])=[C:10]3[CH:11]=[CH:12][CH:13]=[CH:14][N:9]3[N:8]=2)[CH:6]=[CH:5][CH:4]=[CH:3][CH:2]=1.[OH-].[Na+]>CO>[C:1]1([C:7]2[C:15]([CH:16]=[CH:17][C:18]([N:20]3[CH2:25][CH2:24][CH2:23][CH2:22][CH:21]3[C:26]([OH:28])=[O:27])=[O:19])=[C:10]3[CH:11]=[CH:12][CH:13]=[CH:14][N:9]3[N:8]=2)[CH:6]=[CH:5][CH:4]=[CH:3][CH:2]=1 |f:1.2|. Procedure details: A mixture of (1-[3-(2-Phenylpyrazolo[1,5-a]pyridin-3-yl)acryloyl]-2-ethoxycarbonylpiperidine (trans isomer) (0.50 g) and 1N aqueous sodium hydroxide solution (5 ml) in methanol (5 ml) was refluxed for 3 hours. The reaction mixture was evaporated to remove methanol, neutralized with 10% hydrochloric acid and extracted with chloroform. The extract was washed with saturated sodium chloride aqueous solution, dried over magnesium sulfate and evaporated in vacuo. The residue was chromatographed on sil... Reactants: C1(=CC=CC=C1)C1(CCCC1)CO ((1-Phenyl-cyclopentyl)-methanol), CC(=O)OI1(C2=CC=CC=C2C(=O)O1)(OC(=O)C)OC(=O)C (Dess-Martin Periodine), C([O-])(O)=O.[Na+] (sodium bicarbonate), O (water). Run in C(Cl)Cl (DCM). Conditions: time 2 hour. The product is C1(=CC=CC=C1)C1(CCCC1)C=O (1-Phenyl-cyclopentanecarbaldehyde). Isolated yield 81.8%. RXN SMILES: [C:1]1([C:7]2([CH2:12][OH:13])[CH2:11][CH2:10][CH2:9][CH2:8]2)[CH:6]=[CH:5][CH:4]=[CH:3][CH:2]=1.CC(OI1(OC(C)=O)(OC(C)=O)OC(=O)C2C1=CC=CC=2)=O.C(=O)(O)[O-].[Na+].O>C(Cl)Cl>[C:1]1([C:7]2([CH:12]=[O:13])[CH2:11][CH2:10][CH2:9][CH2:8]2)[CH:6]=[CH:5][CH:4]=[CH:3][CH:2]=1 |f:2.3|. Procedure: To a solution of (1-Phenyl-cyclopentyl)-methanol (1.0 g, 5.7 mmol) in DCM (20 mL) was added Dess-Martin Periodine (6.8 mmol, 1.2 eq) and sodium bicarbonate (6.8 mmol, 1.2 eq) at 0° C. The reaction mixture stirred at this temperature for 2 h and allowed to warm up slowly to room temperature. After completion of the reaction, the mixture was poured into water (50 mL) and extracted with DCM (50 mL). The organic mixture was then dried over sodium sulfate and concentrated under reduced pressure to gi...